Dataset: the Open Reaction Database (ORD), a public repository of structured organic reaction records. Task: describe an organic reaction: reactants, conditions, products, and yield Starting materials: C1CCOC1, CCN(C(C)C)C(C)C, O=[N+]([O-])c1ccc(Cl)nc1, Cl, FC1(F)CNC1. Yields the product O=[N+]([O-])c1ccc(N2CC(F)(F)C2)nc1. As a reaction SMILES: [CH2:27]1[O:28][CH2:29][CH2:30][CH2:31]1.[CH:18]([N:19]([CH:20]([CH3:21])[CH3:22])[CH2:23][CH3:24])([CH3:25])[CH3:26].[Cl:1][c:2]1[n:3][cH:4][c:5]([N+:8](=[O:9])[O-:10])[cH:6][cH:7]1.[ClH:11].[F:12][C:13]1([F:17])[CH2:14][NH:15][CH2:16]1>>[c:2]1([N:15]2[CH2:14][C:13]([F:12])([F:17])[CH2:16]2)[n:3][cH:4][c:5]([N+:8](=[O:9])[O-:10])[cH:6][cH:7]1. The reactants are CC(=O)C=1C=CC(=CC1)O (4-hydroxyacetophenone), C(C)OC(OCC)=O (diethylcarbonate). The product is OC1=CC=C(C(=O)CC(=O)OCC)C=C1 (ethyl 4-hydroxybenzoylacetate). Reaction SMILES: [CH3:1][C:2]([C:4]1[CH:5]=[CH:6][C:7]([OH:10])=[CH:8][CH:9]=1)=[O:3].[CH2:11]([O:13][C:14](=O)[O:15]CC)[CH3:12]>>[OH:10][C:7]1[CH:8]=[CH:9][C:4]([C:2]([CH2:1][C:14]([O:13][CH2:11][CH3:12])=[O:15])=[O:3])=[CH:5][CH:6]=1. Procedure: This novel compound was synthesized by the acylation of 4-hydroxyacetophenone with diethylcarbonate to yield ethyl 4-hydroxybenzoylacetate. Treatment with acetic anhydride and subsequent catalytic hydrogenation yielded the desired product. The experimental details are given below: Reaction SMILES: [CH2:1]([N:4]1[C:12]2[C:7](=[CH:8][CH:9]=[CH:10][CH:11]=2)[C:6](=[O:13])[C:5]1=[O:14])[CH2:2]C.[CH3:15]C1C=C2C(=CC=1)NC(=O)C2=O.C(Br)C>>[CH2:1]([N:4]1[C:12]2[C:7](=[CH:8][C:9]([CH3:15])=[CH:10][CH:11]=2)[C:6](=[O:13])[C:5]1=[O:14])[CH3:2]. Product: C(C)N1C(C(C2=CC(=CC=C12)C)=O)=O (1-ethyl-5-methylindoline-2,3-dione). Reactants: C(CC)N1C(C(C2=CC=CC=C12)=O)=O (1-propylindoline-2,3-dione), CC=1C=C2C(C(NC2=CC1)=O)=O (5-methyl isatin), C(C)Br (ethyl bromide). Reported procedure: Was prepared in an analogous manner to 1-propylindoline-2,3-dione using commercially available 5-methyl isatin (purchased from Fisher Scientific) and ethyl bromide (purchased from Fisher Scientific). 1H-NMR δ 7.42-7.38 (m, 2H), 6.80 (d, 1H), 3.77 (q, 2H), 2.34 (s, 3H), 1.31 (t, 3H). Starting materials: CCO, Cl, Cl, NC(Cc1ccccc1)C(=O)O, NC(Cc1ccccc1)C(=O)O, O. Yields the product NC(Cc1ccccc1)C(=O)O. As a reaction SMILES: [CH3:28][CH2:29][OH:30].[ClH:13].[ClH:27].[NH2:14][CH:15]([C:16]([OH:17])=[O:18])[CH2:19][c:20]1[cH:21][cH:22][cH:23][cH:24][cH:25]1.[NH2:1][CH:2]([CH2:3][c:4]1[cH:5][cH:6][cH:7][cH:8][cH:9]1)[C:10]([OH:11])=[O:12].[OH2:26]>>[NH2:1][CH:2]([CH2:3][c:4]1[cH:5][cH:6][cH:7][cH:8][cH:9]1)[C:10](=[O:11])[OH:12]. Starting materials: Nc1nc(Cl)cc(Cl)n1, Nc1ccc(Nc2ccnc3[nH]ccc23)c(Cl)c1, Cl, [Na+], [OH-], O. Product: Nc1nc(Cl)cc(Nc2ccc(Nc3ccnc4[nH]ccc34)c(Cl)c2)n1. RXN SMILES: [Cl:19][c:20]1[n:21][c:22]([NH2:27])[n:23][c:24]([Cl:26])[cH:25]1.[Cl:1][c:2]1[c:3]([NH:9][c:10]2[c:11]3[c:12]([n:13][cH:14][cH:15]2)[nH:16][cH:17][cH:18]3)[cH:4][cH:5][c:6]([NH2:8])[cH:7]1.[ClH:28].[Na+:30].[OH-:29].[OH2:31]>>[Cl:1][c:2]1[c:3]([NH:9][c:10]2[c:11]3[c:12]([n:13][cH:14][cH:15]2)[nH:16][cH:17][cH:18]3)[cH:4][cH:5][c:6]([NH:8][c:24]2[n:23][c:22]([NH2:27])[n:21][c:20]([Cl:19])[cH:25]2)[cH:7]1. The reactants are O=C([O-])[O-], CC(C)=CCCC(C)=CCCC(C)=CCBr, CN(C)C=O, [K+], [K+], O=C1NC(=O)c2c(O)cccc21. Product: O=C1NC(=O)c2ccccc21. As a reaction SMILES: [C:1](=[O:2])([O-:3])[O-:4].[CH2:19]([Br:20])[CH:21]=[C:22]([CH2:23][CH2:24][CH:25]=[C:26]([CH2:27][CH2:28][CH:29]=[C:30]([CH3:31])[CH3:32])[CH3:33])[CH3:34].[CH3:35][N:36]([CH3:37])[CH:38]=[O:39].[K+:5].[K+:6].[OH:7][c:8]1[c:9]2[c:10]([cH:16][cH:17][cH:18]1)[C:11](=[O:12])[NH:13][C:14]2=[O:15]>>[cH:8]1[c:9]2[c:10]([cH:16][cH:17][cH:18]1)[C:11](=[O:12])[NH:13][C:14]2=[O:15]. Starting materials: FC1=C(C=C(C=C1)[N+](=O)[O-])C (4-fluoro-3-methyl nitrobenzene), NCCNCCO (2-(2-aminoethylamino)ethanol), C(=O)([O-])[O-].[K+].[K+] (K2CO3), CN1C(CCC1)=O (N-methylpyrrolidinone). The solvent is O (water). Run at temperature 60 celsius. Yields the product [N+](=O)([O-])C1=CC(=C(C=C1)NCCNCCO)C (2-[2-(4-nitro-2-methylphenylamino)ethylamino]ethanol). The yield is 77.8%. RXN SMILES: F[C:2]1[CH:7]=[CH:6][C:5]([N+:8]([O-:10])=[O:9])=[CH:4][C:3]=1[CH3:11].[NH2:12][CH2:13][CH2:14][NH:15][CH2:16][CH2:17][OH:18].C([O-])([O-])=O.[K+].[K+].CN1CCCC1=O>O>[N+:8]([C:5]1[CH:6]=[CH:7][C:2]([NH:12][CH2:13][CH2:14][NH:15][CH2:16][CH2:17][OH:18])=[C:3]([CH3:11])[CH:4]=1)([O-:10])=[O:9] |f:2.3.4|. Procedure: 2 g of 4-fluoro-3-methyl nitrobenzene, 1.61 g of 2-(2-aminoethylamino)ethanol and 2.14 g of K2CO3 were added to a solution of 20 ml of N-methylpyrrolidinone. The reaction medium was heated at 60° C. for 7 hours and, after cooling to room temperature, was then poured into a water and ice mixture. The yellow precipitate formed was filtered off, reslurried in water and then dried over P2O5. 2.4 g of 2-[2-(4-nitro-2-methylphenylamino)ethylamino]ethanol (5) were obtained.